This data is from the Open Reaction Database (ORD), a public repository of structured organic reaction records. The task is: describe an organic reaction: reactants, conditions, products, and yield The reactants are [Al+3], O=C([O-])[O-], c1ccc(CN2CCNCC2)cc1, CCCCc1ccc(C(=O)Cl)cc1, CCCCc1ccc(C(=O)N2CCNCC2)cc1, [H-], [H-], [H-], [H-], [K+], [K+], [Li+], [Na+], [Na+], [Na+], O=C([O-])[O-], C1CCOC1, [OH-], O. Product: CCCCc1ccc(CN2CCNCC2)cc1. RXN SMILES: [Al+3:54].[C:14](=[O:15])([O-:16])[O-:17].[CH2:1]([N:2]1[CH2:3][CH2:4][NH:5][CH2:6][CH2:7]1)[c:8]1[cH:9][cH:10][cH:11][cH:12][cH:13]1.[CH2:20]([c:21]1[cH:22][cH:23][c:24]([C:25]([Cl:26])=[O:27])[cH:28][cH:29]1)[CH2:30][CH2:31][CH3:32].[CH2:35]([CH2:36][CH2:37][CH3:38])[c:39]1[cH:40][cH:41][c:42]([C:43](=[O:44])[N:45]2[CH2:46][CH2:47][NH:48][CH2:49][CH2:50]2)[cH:51][cH:52]1.[H-:53].[H-:56].[H-:57].[H-:58].[K+:18].[K+:19].[Li+:55].[Na+:34].[Na+:59].[Na+:60].[O-:61][C:62](=[O:63])[O-:64].[O:66]1[CH2:67][CH2:68][CH2:69][CH2:70]1.[OH-:33].[OH2:65]>>[CH2:35]([CH2:36][CH2:37][CH3:38])[c:39]1[cH:40][cH:41][c:42]([CH2:43][N:45]2[CH2:46][CH2:47][NH:48][CH2:49][CH2:50]2)[cH:51][cH:52]1. Starting materials: CCOC(=O)C(C)(C)Oc1ccc(CCOCc2ccccc2)cc1, CCO. Reaction SMILES: [CH2:1]([c:2]1[cH:3][cH:4][cH:5][cH:6][cH:7]1)[O:8][CH2:9][CH2:10][c:11]1[cH:12][cH:13][c:14]([O:15][C:16]([C:17](=[O:18])[O:19][CH2:20][CH3:21])([CH3:22])[CH3:23])[cH:24][cH:25]1.[CH3:26][CH2:27][OH:28]>>[OH:8][CH2:9][CH2:10][c:11]1[cH:12][cH:13][c:14]([O:15][C:16]([C:17](=[O:18])[O:19][CH2:20][CH3:21])([CH3:22])[CH3:23])[cH:24][cH:25]1. Yields the product CCOC(=O)C(C)(C)Oc1ccc(CCO)cc1. The reactants are OC=1C(=NC=CC1)OCC(=O)OCC (3-hydroxy-2-(ethoxycarbonyl)methoxypyridine), FC1=C(C=C(C(=C1)N1C(N(C(=CC1=O)C(F)(F)F)C)=O)F)[N+](=O)[O-] (2,5-difluoro-4-[3-methyl-2,6-dioxo-4-(trifluoromethyl)-1,2,3,6-tetrahydropyrimidin-1-yl]nitrobenzene), ice water, [Cl-].[Na+] (sodium chloride), Cl (hydrochloric acid), C([O-])([O-])=O.[K+].[K+] (potassium carbonate). Solvent: CN(C=O)C (N,N-dimethylformamide). Reaction conditions: temperature 70 celsius, time 2 hour. Product: FC1=CC(=C(OC=2C(=NC=CC2)OCC(=O)OCC)C=C1N1C(N(C(=CC1=O)C(F)(F)F)C)=O)[N+](=O)[O-] (3-{4-fluoro-5-[3-methyl-2,6-dioxo-4-(trifluoromethyl)-1,2,3,6-tetrahydropyrimidin-1-yl]-2-nitrophenoxy}-2-(ethoxycarbonyl)methoxypyridine). Isolated yield 67.9%. As a reaction SMILES: [OH:1][C:2]1[C:3]([O:8][CH2:9][C:10]([O:12][CH2:13][CH3:14])=[O:11])=[N:4][CH:5]=[CH:6][CH:7]=1.F[C:16]1[CH:21]=[C:20]([N:22]2[C:27](=[O:28])[CH:26]=[C:25]([C:29]([F:32])([F:31])[F:30])[N:24]([CH3:33])[C:23]2=[O:34])[C:19]([F:35])=[CH:18][C:17]=1[N+:36]([O-:38])=[O:37].C(=O)([O-])[O-].[K+].[K+].[Cl-].[Na+].Cl>CN(C)C=O>[F:35][C:19]1[C:20]([N:22]2[C:27](=[O:28])[CH:26]=[C:25]([C:29]([F:32])([F:31])[F:30])[N:24]([CH3:33])[C:23]2=[O:34])=[CH:21][C:16]([O:1][C:2]2[C:3]([O:8][CH2:9][C:10]([O:12][CH2:13][CH3:14])=[O:11])=[N:4][CH:5]=[CH:6][CH:7]=2)=[C:17]([N+:36]([O-:38])=[O:37])[CH:18]=1 |f:2.3.4,5.6|. Procedure: To a mixture of 10.45 g of 3-hydroxy-2-(ethoxycarbonyl)methoxypyridine, 16.92 g of 2,5-difluoro-4-[3-methyl-2,6-dioxo-4-(trifluoromethyl)-1,2,3,6-tetrahydropyrimidin-1-yl]nitrobenzene and 100 ml of N,N-dimethylformamide was added 7.32 g of potassium carbonate, and the mixture was stirred for 2 hours at 70° C. The solution was cooled to room temperature, poured into a mixture of ice water, sodium chloride and hydrochloric acid, and extracted with ethyl acetate. The organic layer was washed with s... Reactants: N1N=NN=C1 (tetrazole), [H-].[Na+] (sodium hydride), C(CCCCC)N1C(C(=C(C2=CC(=CC=C12)C)OC)CBr)=O (1Hexyl-3-Bromomethyl-4-Methoxy-6-Methyl-2(1H)-Quinolinone). Run in CN(C=O)C (dimethylformamide), CN(C=O)C (dimethylformamide), C(C)OC(C)=O (ethylacetate). Conditions: time 2 hour. The product is C(CCCCC)N1C(C(=C(C2=CC(=CC=C12)C)OC)CC1=NN=NN1)=O (1-hexyl-3-(1-tetrazolylmethyl)-4-methoxy-6-methyl-2(1H)-quinolinone). Isolated yield 52.2%. RXN SMILES: [NH:1]1[CH:5]=[N:4][N:3]=[N:2]1.[H-].[Na+].[CH2:8]([N:14]1[C:23]2[C:18](=[CH:19][C:20]([CH3:24])=[CH:21][CH:22]=2)[C:17]([O:25][CH3:26])=[C:16]([CH2:27]Br)[C:15]1=[O:29])[CH2:9][CH2:10][CH2:11][CH2:12][CH3:13]>CN(C)C=O.C(OC(=O)C)C>[CH2:8]([N:14]1[C:23]2[C:18](=[CH:19][C:20]([CH3:24])=[CH:21][CH:22]=2)[C:17]([O:25][CH3:26])=[C:16]([CH2:27][C:5]2[NH:4][N:3]=[N:2][N:1]=2)[C:15]1=[O:29])[CH2:9][CH2:10][CH2:11][CH2:12][CH3:13] |f:1.2|. Reported procedure: A solution of tetrazole (0.17 g) in dimethylformamide (2 ml) at ice-bath temperature under nitrogen was stirred with 60% sodium hydride (0.1 g) for 5 mins and then a solution of 1-hexyl-3-bromomethyl-4-methoxy-6-methyl-2(1H)-quinolinone (Example 14, 0.73 g) in dimethylformamide (8 ml) was added to it. The reaction mixture was stirred at room temperature for 2 hours, diluted with ethylacetate and then washed several times with water. The organic layer was dried and evaporated under reduced pressu...